From a dataset of the Open Reaction Database (ORD), a public repository of structured organic reaction records. describe an organic reaction: reactants, conditions, products, and yield Reactants: C(CCC)OC(=O)C=1N=CC2=CC(=CC=C2C1O)OC1=CC=C(C=C1)OC (7-(4-methoxy-phenoxy)-4-hydroxy-isoquinoline-3-carboxylic acid butyl ester), BrN1C(CCC1=O)=O (N-bromosuccinimide). Solvent: C(C)#N (acetonitrile). Reaction conditions: temperature 0 celsius, time 1.5 hour. The product is C(CCC)OC(=O)C=1N=C(C2=CC(=CC=C2C1O)OC1=CC=C(C=C1)OC)Br (1-Bromo-4-hydroxy-7-(4-methoxy-phenoxy)-isoquinoline-3-carboxylic acid butyl ester). Isolated yield 58.6%. Reaction SMILES: [CH2:1]([O:5][C:6]([C:8]1[N:9]=[CH:10][C:11]2[C:16]([C:17]=1[OH:18])=[CH:15][CH:14]=[C:13]([O:19][C:20]1[CH:25]=[CH:24][C:23]([O:26][CH3:27])=[CH:22][CH:21]=1)[CH:12]=2)=[O:7])[CH2:2][CH2:3][CH3:4].[Br:28]N1C(=O)CCC1=O>C(#N)C>[CH2:1]([O:5][C:6]([C:8]1[N:9]=[C:10]([Br:28])[C:11]2[C:16]([C:17]=1[OH:18])=[CH:15][CH:14]=[C:13]([O:19][C:20]1[CH:21]=[CH:22][C:23]([O:26][CH3:27])=[CH:24][CH:25]=1)[CH:12]=2)=[O:7])[CH2:2][CH2:3][CH3:4]. Procedure details: To a solid mixture of 7-(4-methoxy-phenoxy)-4-hydroxy-isoquinoline-3-carboxylic acid butyl ester (305 mg, 0.83 mmol) and N-bromosuccinimide (162 mg, 0.91 mmol) cooled with an ice bath was added acetonitrile (6 mL). Resulting mixture was stirred at 0° C. for 1.5 h and was concentrated. The residue was purified by silica gel chromatography (eluting with 10%-40% ethyl acetate in hexanes) to provide the title compound (217 mg). 1H NMR (200 MHz, CDCl3) δ 11.88 (s, 1H), 8.32 (d, J=9.0 Hz, 1H), 7.54 (d... Reactants: CN(CCCNC=1C=C2C(=NN(C2=CC1)COCC[Si](C)(C)C)C1=NC2=C(N1COCC[Si](C)(C)C)C=CC=C2)C (N,N-dimethyl-N′-{1-(2-trimethylsilanyl-ethoxymethyl)-3-[1-(2-trimethylsilanyl-ethoxymethyl)-1H-benzoimidazol-2-yl]-1H-indazol-5-yl}-propane-1,3-diamine), C(CN)N (ethylene diamine), [F-].C(CCC)[N+](CCCC)(CCCC)CCCC (tetrabutylammonium fluoride). Solvent: C1CCOC1 (THF). Reaction conditions: temperature 70 celsius. The product is N1C(=NC2=C1C=CC=C2)C2=NNC1=CC=C(C=C21)NCCCN(C)C (N′-[3-(1H-Benzoimidazol-2-yl)-1H-indazol-5-yl]-N,N-dimethyl-propane-1,3-diamine). As a reaction SMILES: [CH3:1][N:2]([CH3:41])[CH2:3][CH2:4][CH2:5][NH:6][C:7]1[CH:8]=[C:9]2[C:13](=[CH:14][CH:15]=1)[N:12](COCC[Si](C)(C)C)[N:11]=[C:10]2[C:24]1[N:28](COCC[Si](C)(C)C)[C:27]2[CH:37]=[CH:38][CH:39]=[CH:40][C:26]=2[N:25]=1.C(N)CN.[F-].C([N+](CCCC)(CCCC)CCCC)CCC>C1COCC1>[NH:28]1[C:27]2[CH:37]=[CH:38][CH:39]=[CH:40][C:26]=2[N:25]=[C:24]1[C:10]1[C:9]2[C:13](=[CH:14][CH:15]=[C:7]([NH:6][CH2:5][CH2:4][CH2:3][N:2]([CH3:1])[CH3:41])[CH:8]=2)[NH:12][N:11]=1 |f:2.3|. Procedure: A solution of N,N-dimethyl-N′-{1-(2-trimethylsilanyl-ethoxymethyl)-3-[1-(2-trimethylsilanyl-ethoxymethyl)-1H-benzoimidazol-2-yl]-1H-indazol-5-yl}-propane-1,3-diamine in THF was treated with ethylene diamine (20 equivalents) and tetrabutylammonium fluoride (20 equivalents) and heated at 70° C. overnight. The resulting crude residue was purified by reverse phase HPLC to N′-[3-(1H-Benzoimidazol-2-yl)-1H-indazol-5-yl]-N,N-dimethyl-propane-1,3-diamine. LC/MS (m/z) 335.1 (MH+), Rt 1.30 minutes. The reactants are C(C)(=O)OCC=1C(=CC2=C(OCO2)C1)CCC(=O)O (3-(6-acetoxymethyl-1,3-benzodioxole-5-yl)propionic acid), C1(=CC=C(C=C1)S(=O)(=O)O)C (p-toluenesulfonic acid). The solvent is CO (methanol). Yields the product COCC=1C(=CC2=C(OCO2)C1)CCC(=O)O (3-(6-Methoxymethyl-1,3-benzodioxole-5-yl)propionic Acid). Yield: 87.3%. Reaction SMILES: [C:1]([O:4][CH2:5][C:6]1[C:7]([CH2:15][CH2:16][C:17]([OH:19])=[O:18])=[CH:8][C:9]2[O:13][CH2:12][O:11][C:10]=2[CH:14]=1)(=O)C.C1(C)C=CC(S(O)(=O)=O)=CC=1>CO>[CH3:1][O:4][CH2:5][C:6]1[C:7]([CH2:15][CH2:16][C:17]([OH:19])=[O:18])=[CH:8][C:9]2[O:13][CH2:12][O:11][C:10]=2[CH:14]=1. Procedure details: 1.6 g of 3-(6-acetoxymethyl-1,3-benzodioxole-5-yl)propionic acid was dissolved in 100 ml of methanol. A catalytic amount of p-toluenesulfonic acid was added to the solution and the mixture was heated under reflux for 4 h and 15 min. The solvent was distilled off from the reaction mixture. A solution of 1 g of sodium hydroxide in a mixture of 5 ml of water and 45 ml of ethanol was added to the residue and the mixture was heated under reflux for 20 min. The reaction mixture was concentrated. 200 m...